The task is: describe an organic reaction: reactants, conditions, products, and yield. This data is from the Open Reaction Database (ORD), a public repository of structured organic reaction records. Reactants: C(C1=CC=CC=C1)N1C(=NC=2N(C(N(C(C12)=O)C)=O)C)Cl (7-Benzyl-8-chloro-1,3-dimethyl-3,7-dihydropurine-2,6-dione), N1CC(CCCC1)NS(=O)(=O)C1=CC=C(C=C1)C (N-(Azepan-3-yl)-4-methylbenzenesulfonamide). Run in COCCO (2-methoxyethanol), C(C)N(CC)CC (triethylamine). The product is C(C1=CC=CC=C1)N1C(=NC=2N(C(N(C(C12)=O)C)=O)C)N1CC(CCCC1)NS(=O)(=O)C1=CC=C(C=C1)C (N-(1-(7-Benzyl-1.3-dimethyl-2,6-dioxo-1,2,3,6-tetrahydropurin-8-yl)azepan-3-yl)-4-methylbenzenesulfonamide). As a reaction SMILES: [CH2:1]([N:8]1[C:16]2[C:15](=[O:17])[N:14]([CH3:18])[C:13](=[O:19])[N:12]([CH3:20])[C:11]=2[N:10]=[C:9]1Cl)[C:2]1[CH:7]=[CH:6][CH:5]=[CH:4][CH:3]=1.[NH:22]1[CH2:28][CH2:27][CH2:26][CH2:25][CH:24]([NH:29][S:30]([C:33]2[CH:38]=[CH:37][C:36]([CH3:39])=[CH:35][CH:34]=2)(=[O:32])=[O:31])[CH2:23]1>COCCO.C(N(CC)CC)C>[CH2:1]([N:8]1[C:16]2[C:15](=[O:17])[N:14]([CH3:18])[C:13](=[O:19])[N:12]([CH3:20])[C:11]=2[N:10]=[C:9]1[N:22]1[CH2:28][CH2:27][CH2:26][CH2:25][CH:24]([NH:29][S:30]([C:33]2[CH:34]=[CH:35][C:36]([CH3:39])=[CH:37][CH:38]=2)(=[O:31])=[O:32])[CH2:23]1)[C:2]1[CH:7]=[CH:6][CH:5]=[CH:4][CH:3]=1. Procedure details: 7-Benzyl-8-chloro-1,3-dimethyl-3,7-dihydropurine-2,6-dione (2A) (1.03 g, 3.40 mmol) and N-(azepan-3-yl)-4-methylbenzenesulfonamide (6B) (1.00 g, 3.73 mmol) were dissolved in 2-methoxyethanol (30 ml) and triethylamine (2.4 ml), and the mixture was heated to 120° C. for 2 days. The solvents were evaporated and the crude product was dissolved in 100 ml of EtOAc and 100 ml of water. The aqueous phase was acidified with 1M potassium hydrogen sulphate until pH=2. The organic layer was separated and ex...